Dataset: the Open Reaction Database (ORD), a public repository of structured organic reaction records. Task: describe an organic reaction: reactants, conditions, products, and yield Reactants: NC1=NC(=CC(=N1)N1CCC2(C[C@H](NC2)C(=O)OCC)CC1)O[C@@H](C(F)(F)F)C=1C=C2CNC=NC2=CC1 ((S)-ethyl 8-(2-amino-6-((R)-1-(3,4-dihydroquinazolin-6-yl)-2,2,2-trifluoroethoxy)pyrimidin-4-yl)-2,8-diazaspiro[4.5]decane-3-carboxylate), N-CBZ, [Li+].[OH-] (LiOH). Yields the product NC1=NC(=CC(=N1)N1CCC2(C[C@H](NC2)C(=O)O)CC1)O[C@@H](C(F)(F)F)C=1C=C2CNC=NC2=CC1 ((S)-8-(2-amino-6-((R)-1-(3,4-dihydroquinazolin-6-yl)-2,2,2-trifluoroethoxy)pyrimidin-4-yl)-2,8-diazaspiro[4.5]decane-3-carboxylic acid). As a reaction SMILES: [NH2:1][C:2]1[N:7]=[C:6]([N:8]2[CH2:22][CH2:21][C:11]3([CH2:15][NH:14][C@H:13]([C:16]([O:18]CC)=[O:17])[CH2:12]3)[CH2:10][CH2:9]2)[CH:5]=[C:4]([O:23][C@H:24]([C:29]2[CH:30]=[C:31]3[C:36](=[CH:37][CH:38]=2)[N:35]=[CH:34][NH:33][CH2:32]3)[C:25]([F:28])([F:27])[F:26])[N:3]=1.[Li+].[OH-]>>[NH2:1][C:2]1[N:7]=[C:6]([N:8]2[CH2:9][CH2:10][C:11]3([CH2:15][NH:14][C@H:13]([C:16]([OH:18])=[O:17])[CH2:12]3)[CH2:21][CH2:22]2)[CH:5]=[C:4]([O:23][C@H:24]([C:29]2[CH:30]=[C:31]3[C:36](=[CH:37][CH:38]=2)[N:35]=[CH:34][NH:33][CH2:32]3)[C:25]([F:28])([F:27])[F:26])[N:3]=1 |f:1.2|. Reported procedure: Hydrolysis of (S)-ethyl 8-(2-amino-6-((R)-1-(3,4-dihydroquinazolin-6-yl)-2,2,2-trifluoroethoxy)pyrimidin-4-yl)-2,8-diazaspiro[4.5]decane-3-carboxylate (a by-product from the N-CBZ deprotection of Example 55bk) using the LiOH general method provided the title compound as an off-white solid.